From a dataset of the Open Reaction Database (ORD), a public repository of structured organic reaction records. describe an organic reaction: reactants, conditions, products, and yield The reactants are dihydrobromide, C(C)OC(=O)[C@H](CSCCC1CCNCC1)NC1C(N(C2=C(CC1)C=CC=C2)CC(=O)OCC)=O (ethyl 3-[1(R)-ethoxycarbonyl-2-{2-(4-piperidyl)ethylthio}ethyl]amino-2-oxo-2,3,4,5-tetrahydro-1H-1-benzazepine-1-acetate), C(C)(=O)O (acetic acid), aqueous solution, [OH-].[Na+] (sodium hydroxide). Solvent: aqueous solution, CO (methanol). Run at time 2 hour. Product: O.C(=O)(O)[C@H](CSCCC1CCNCC1)NC1C(N(C2=C(CC1)C=CC=C2)CC(=O)O)=O (3-[1(R)-carboxy-2-{2-(4-piperidyl)ethylthio}ethyl]amino-2-oxo-2,3,4,5-tetrahydro-1H-1-benzazepine-1-acetic acid monohydrate). RXN SMILES: C([O:3][C:4]([C@@H:6]([NH:17][CH:18]1[CH2:24][CH2:23][C:22]2[CH:25]=[CH:26][CH:27]=[CH:28][C:21]=2[N:20]([CH2:29][C:30]([O:32]CC)=[O:31])[C:19]1=[O:35])[CH2:7][S:8][CH2:9][CH2:10][CH:11]1[CH2:16][CH2:15][NH:14][CH2:13][CH2:12]1)=[O:5])C.[OH-].[Na+].C(O)(=O)C>CO>[OH2:3].[C:4]([C@@H:6]([NH:17][CH:18]1[CH2:24][CH2:23][C:22]2[CH:25]=[CH:26][CH:27]=[CH:28][C:21]=2[N:20]([CH2:29][C:30]([OH:32])=[O:31])[C:19]1=[O:35])[CH2:7][S:8][CH2:9][CH2:10][CH:11]1[CH2:16][CH2:15][NH:14][CH2:13][CH2:12]1)([OH:5])=[O:3] |f:1.2,5.6|. Procedure details: 1.3 g of dihydrobromide of the B-isomer of ethyl 3-[1(R)-ethoxycarbonyl-2-{2-(4-piperidyl)ethylthio}ethyl]amino-2-oxo-2,3,4,5-tetrahydro-1H-1-benzazepine-1-acetate obtained in Example 5 is dissolved in 10 ml of an aqueous solution of 50% methanol, and the resulting solution is gradually added dropwise to 15.5 ml of an aqueous solution of 2N sodium hydroxide. After stirring for 2 hours at room temperature, the reaction liquid is neutralized with 6.5 ml of acetic acid. The residue obtained by conc... Reactants: ice water, Cl (HCl), S1C2=C(C=C1C(C)=O)CCC1=CC=CC=C12 (1-(4,5-dihydronaphtho[1,2-b]thiophen-2-yl)ethanone), [Al+3].[Cl-].[Cl-].[Cl-] (AlCl3), C(C)(=O)Cl (acetyl chloride). Solvent: C(Cl)Cl (DCM). Conditions: time 15 minute. Product: S1C2=C(C=C1C(C)=O)CCC1=CC(=CC=C12)C(C)=O (1,1′-(4,5-dihydronaphtho[1,2-b]thiophene-2,7-diyl)diethanone). The yield is 79.9%. Reaction SMILES: [S:1]1[C:5]([C:6](=[O:8])[CH3:7])=[CH:4][C:3]2[CH2:9][CH2:10][C:11]3[C:16]([C:2]1=2)=[CH:15][CH:14]=[CH:13][CH:12]=3.[Al+3].[Cl-].[Cl-].[Cl-].[C:21](Cl)(=[O:23])[CH3:22].Cl>C(Cl)Cl>[S:1]1[C:5]([C:6](=[O:8])[CH3:7])=[CH:4][C:3]2[CH2:9][CH2:10][C:11]3[C:16]([C:2]1=2)=[CH:15][CH:14]=[C:13]([C:21](=[O:23])[CH3:22])[CH:12]=3 |f:1.2.3.4|. Procedure: To a solution of 1-(4,5-dihydronaphtho[1,2-b]thiophen-2-yl)ethanone (5b) (30 g, 131 mmol) in 500 mL of DCM at 0° C., AlCl3 (52.6 g, 394 mmol) was added portion wise and after 15 min, acetyl chloride (18.69 ml, 263 mmol) was added dropwise at the same temperature over 30 min and the mixture was stirred at room temperature for 48 hr. The reaction mass was slowly added to ice water and acidified with 2 N HCl solution and extracted with DCM, and the organic layer was dried over anhydrous sodium sulp... Starting materials: CSC1=CC=C(C=C1)C1CC(C(=O)O1)=C=O (4-(4-methylmercaptophenyl)-carbonyl-γ-butyrolactone), O.NN (hydrazine hydrate), C(C)(=O)O (acetic acid). Solvent: C(C)O (ethanol). The product is CSC1=CC=C(C=C1)C=1C(CC(NN1)=O)CO (6-(4-Methylmercaptophenyl)-5-hydroxymethyl-2,3,4,5-tetrahydro-pyridazin-3-one). Reaction SMILES: [CH3:1][S:2][C:3]1[CH:8]=[CH:7][C:6]([CH:9]2OC(=O)[C:11](=[C:15]=[O:16])[CH2:10]2)=[CH:5][CH:4]=1.O.[NH2:18][NH2:19].[C:20]([OH:23])(=O)C>C(O)C>[CH3:1][S:2][C:3]1[CH:4]=[CH:5][C:6]([C:9]2[CH:10]([CH2:20][OH:23])[CH2:11][C:15](=[O:16])[NH:18][N:19]=2)=[CH:7][CH:8]=1 |f:1.2|. Procedure details: 10.6 g (0.045 mol) of 4-(4-methylmercaptophenyl)-carbonyl-γ-butyrolactone are stirred in 70 ml of ethanol with 2.5 g (0.05 mol) of hydrazine hydrate at room temperature for 90 minutes. After addition of 8 ml of acetic acid, the mixture is heated under reflux for 1 hour and cooled and the precipitate is filtered off with suction and dried. The reactants are C(CCC)[Li] (n-butyllithium), solution, CN(C)C=O (DMF), CC(C#C)(C)O[Si](C)(C)C (3-methyl-3-trimethylsilyloxy-1-butyne), OP(=O)(O)[O-].[K+] (KH2PO4). Run in C1CCCCC1 (cyclohexane), C1CCOC1 (THF), CCOCC (ether). Run at temperature 40 celsius, time 10 minute. Yields the product CC(C#CC=O)(C)O[Si](C)(C)C (4-methyl-4-trimethylsilanyloxy-pent-2-ynal). RXN SMILES: [CH3:1][C:2]([O:6][Si:7]([CH3:10])([CH3:9])[CH3:8])([CH3:5])[C:3]#[CH:4].C([Li])CCC.CN([CH:19]=[O:20])C.OP([O-])(O)=O.[K+]>C1COCC1.C1CCCCC1.CCOCC>[CH3:1][C:2]([O:6][Si:7]([CH3:10])([CH3:9])[CH3:8])([CH3:5])[C:3]#[C:4][CH:19]=[O:20] |f:3.4|. Procedure details: Dissolve 3-methyl-3-trimethylsilyloxy-1-butyne (8.35 g, 53.4 mmol) in THF (200 mL) and cool to 40° C. Add n-butyllithium (26.7 mL of a 2.0 M solution in cyclohexane, 53.4 mmol, 1 eq.) dropwise over a 5 minute period. Stir for 10 min., then add dry DMF (8.27 mL, 7.81 g, 107 mmol, 2 eq.) in one portion. After 30 min., pour into a cooled (0° C.), vigorously stirred mixture of 10% KH2PO4 (290 mL, 213 mmol) and ether (300 mL). Separate the layers and wash the organic layer with water (2×200 mL). Dry ... The reactants are S(O)(O)(=O)=O (sulfuric acid), C(C1=CC=CC=C1)N1C([C@H](CC1=O)O)=O ((S)-1-benzyl-3-hydroxy-2,5-pyrrolidinedione), B.[Na] (sodium boron hydride), Cl (hydrochloric acid), [OH-].[Na+] (sodium hydroxide). Run in O (water), COCCOC (DME), CO (methanol), COCCOC (DME), C1(=CC=CC=C1)C (toluene). Conditions: time 1 hour. Yields the product C(C1=CC=CC=C1)N1C[C@H](CC1)O ((S)-1-benzyl-3-hydroxypyrrolidine). Yield: 99.4%. Reaction SMILES: B.[Na].S(=O)(=O)(O)O.Cl.[OH-].[Na+].[CH2:11]([N:18]1[C:22](=O)[CH2:21][C@H:20]([OH:24])[C:19]1=O)[C:12]1[CH:17]=[CH:16][CH:15]=[CH:14][CH:13]=1>COCCOC.O.C1(C)C=CC=CC=1.CO>[CH2:11]([N:18]1[CH2:22][CH2:21][C@H:20]([OH:24])[CH2:19]1)[C:12]1[CH:13]=[CH:14][CH:15]=[CH:16][CH:17]=1 |f:0.1,4.5,^1:1|. Procedure details: 158 g (approximately 0.745 mole) crude (S)-1-benzyl-3-hydroxy-2,5-pyrrolidinedione (IIa) were obtained. It was dissolved in 800 ml DME to which 85.1 g (2.25 moles) sodium boron hydride were then added. A solution of 60.3 ml (1.125 moles) sulfuric acid in 200 ml DME was added dropwise to the thick suspension produced at 20°-32° C. within 2.5 h and subsequently agitated 3 h at 70° C. After cooling off, 200 ml methanol were added dropwise and the batch was subsequently rotated in to dryness. The re...